From a dataset of the Open Reaction Database (ORD), a public repository of structured organic reaction records. describe an organic reaction: reactants, conditions, products, and yield Starting materials: COC(=O)CCc1nc(Cc2ccc(OCc3nc(-c4ccccc4)oc3C)cc2)oc1-c1ccccc1, CO, Cl, [Li+], C1CCOC1, [OH-], O, O. Product: Cc1oc(-c2ccccc2)nc1COc1ccc(Cc2nc(CCC(=O)O)c(-c3ccccc3)o2)cc1. RXN SMILES: [CH3:1][c:2]1[c:3]([CH2:13][O:14][c:15]2[cH:16][cH:17][c:18]([CH2:19][c:20]3[o:21][c:22](-[c:31]4[cH:32][cH:33][cH:34][cH:35][cH:36]4)[c:23]([CH2:25][CH2:26][C:27](=[O:28])[O:29][CH3:30])[n:24]3)[cH:37][cH:38]2)[n:4][c:5](-[c:7]2[cH:8][cH:9][cH:10][cH:11][cH:12]2)[o:6]1.[CH3:48][OH:49].[ClH:47].[Li+:41].[O:42]1[CH2:43][CH2:44][CH2:45][CH2:46]1.[OH-:40].[OH2:39].[OH2:50]>>[CH3:1][c:2]1[c:3]([CH2:13][O:14][c:15]2[cH:16][cH:17][c:18]([CH2:19][c:20]3[o:21][c:22](-[c:31]4[cH:32][cH:33][cH:34][cH:35][cH:36]4)[c:23]([CH2:25][CH2:26][C:27](=[O:28])[OH:29])[n:24]3)[cH:37][cH:38]2)[n:4][c:5](-[c:7]2[cH:8][cH:9][cH:10][cH:11][cH:12]2)[o:6]1. Starting materials: CC1=C(CNC=2C=3N(C=CC2)C(=C(N3)CCl)C)C(=CC=C1)C (8-(2,6-dimethylbenzylamino)-2-chloromethyl-3-methylimidazo[1,2-a]pyridine), CN(CC(=O)O)C (N,N-dimethylglycine). Solvent: C(C)#N (acetonitrile). Product: CN(CC(=O)OCC=1N=C2N(C=CC=C2NCC2=C(C=CC=C2C)C)C1C)C ([8-(2,6-Dimethylbenzylamino)-3-methylimidazo[1,2-a]pyridin-2-yl]methyl 2-(dimethylamino)acetate). Isolated yield 31.5%. RXN SMILES: [CH3:1][C:2]1[CH:21]=[CH:20][CH:19]=[C:18]([CH3:22])[C:3]=1[CH2:4][NH:5][C:6]1[C:7]2[N:8]([C:12]([CH3:17])=[C:13]([CH2:15]Cl)[N:14]=2)[CH:9]=[CH:10][CH:11]=1.[CH3:23][N:24]([CH3:29])[CH2:25][C:26]([OH:28])=[O:27]>C(#N)C>[CH3:23][N:24]([CH3:29])[CH2:25][C:26]([O:28][CH2:15][C:13]1[N:14]=[C:7]2[C:6]([NH:5][CH2:4][C:3]3[C:2]([CH3:1])=[CH:21][CH:20]=[CH:19][C:18]=3[CH3:22])=[CH:11][CH:10]=[CH:9][N:8]2[C:12]=1[CH3:17])=[O:27]. Reported procedure: 8-(2,6-dimethylbenzylamino)-2-chloromethyl-3-methylimidazo[1,2-a]pyridine (0.3 g, 1.0 mmol) and N,N-dimethylglycine (0.1 g, 1.0 mmol) were added to acetonitrile (10 ml) and the mixture was refluxed for 20 h. The solvent was evaporated under reduced pressure and the residue was purified by column chromatography on silica gel using, dichloromethane:methanol (10:2) as eluent. Recrystallization from acetonitrile gave 0.12 g (32%) of the title compound. RXN SMILES: C([O:8][C:9]1[CH:10]=[C:11]([CH:17]([C:23]2[CH:28]=[CH:27][C:26]([O:29][CH3:30])=[C:25]([O:31]CC3C=CC=CC=3)[CH:24]=2)[N:18]2[CH:22]=[N:21][CH:20]=[N:19]2)[CH:12]=[CH:13][C:14]=1[O:15][CH3:16])C1C=CC=CC=1>C1COCC1.CO.[Pd]>[OH:8][C:9]1[CH:10]=[C:11]([CH:17]([C:23]2[CH:28]=[CH:27][C:26]([O:29][CH3:30])=[C:25]([OH:31])[CH:24]=2)[N:18]2[CH:22]=[N:21][CH:20]=[N:19]2)[CH:12]=[CH:13][C:14]=1[O:15][CH3:16] |f:1.2|. Run in C1CCOC1.CO (THF MeOH). Reported procedure: 10% Pd/C (80 mg) was added to a solution of 1-[bis-(3-benzyloxy-4-methoxyphenyl)methyl]-1H-[1,2,4]triazole (1.65 g, 3.25 mmol) in THF/MeOH (1:1, 200 mL). The solution was stirred under an atmosphere of H2 (provided by addition from a balloon) overnight. The excess H2 was removed and the reaction mixture was filtered through Celite® washing with THF and MeOH, then the solvent was removed in vacuo. The crude product was purified using Flashmaster II (EtOAc/Hexane) to give the title compound STX100... The reactants are C(C1=CC=CC=C1)OC=1C=C(C=CC1OC)C(N1N=CN=C1)C1=CC(=C(C=C1)OC)OCC1=CC=CC=C1 (1-[bis-(3-benzyloxy-4-methoxyphenyl)methyl]-1H-[1,2,4]triazole). Yields the product OC=1C=C(C=CC1OC)C(N1N=CN=C1)C1=CC(=C(C=C1)OC)O (1-[Bis-(3-hydroxy-4-methoxyphenyl)methyl]-1H-[1,2,4]triazole). Reagents/catalysts: [Pd] (Pd/C). The reactants are solution, [N+](=[N-])=C (diazomethane), C(CCC)C1=NN2C(C=CC(=C2)C(=O)O)=C1CC1=CC=C(C=C1)Br (2-butyl3-[(4-bromophenyl)methyl]pyrazolo(1,5-a) pyridin6-carboxylic acid), CCCCCC (hexane), C(C)(=O)OCC (ethyl acetate). Run in C(Cl)Cl (methylene chloride), C(Cl)Cl (methylene chloride). The product is C(CCC)C1=NN2C(C=CC(=C2)C(=O)OC)=C1CC1=CC=C(C=C1)Br (methyl 2-butyl3-[(4-bromophenyl)methyl]pyrazolo(1,5-a)pyridin6-carboxylate). Reaction SMILES: [N+](=[CH2:3])=[N-].[CH2:4]([C:8]1[C:19]([CH2:20][C:21]2[CH:26]=[CH:25][C:24]([Br:27])=[CH:23][CH:22]=2)=[C:11]2[CH:12]=[CH:13][C:14]([C:16]([OH:18])=[O:17])=[CH:15][N:10]2[N:9]=1)[CH2:5][CH2:6][CH3:7].CCCCCC.C(OCC)(=O)C>C(Cl)Cl>[CH2:4]([C:8]1[C:19]([CH2:20][C:21]2[CH:22]=[CH:23][C:24]([Br:27])=[CH:25][CH:26]=2)=[C:11]2[CH:12]=[CH:13][C:14]([C:16]([O:18][CH3:3])=[O:17])=[CH:15][N:10]2[N:9]=1)[CH2:5][CH2:6][CH3:7]. Reported procedure: 100 ml of a solution of diazomethane in methylene chloride were added at ambient temperature to a suspension of 4 g of the product of Example 11 in 100 ml of methylene chloride and the solvent was eliminated at 40° C. under reduced pressure. Chromatography on silica was carried out (hexane: 80/ethyl acetate: 20) to obtain 3.7 g of the expected product melting at < or=50° C. The reactants are CC(C)CCON=O, CCOC(=O)c1c(N)c(C#N)c(C)n1C, CC#N, ICI, O. Product: CCOC(=O)c1c(I)c(C#N)c(C)n1C. As a reaction SMILES: [CH2:1]([O:2][N:3]=[O:4])[CH2:5][CH:6]([CH3:7])[CH3:8].[CH2:9]([CH3:10])[O:11][C:12](=[O:13])[c:14]1[n:15]([CH3:23])[c:16]([CH3:22])[c:17]([C:20]#[N:21])[c:18]1[NH2:19].[CH3:28][C:29]#[N:30].[I:24][CH2:25][I:26].[OH2:27]>>[CH2:9]([CH3:10])[O:11][C:12](=[O:13])[c:14]1[n:15]([CH3:23])[c:16]([CH3:22])[c:17]([C:20]#[N:21])[c:18]1[I:24]. Starting materials: CCOC(C#N)OCC, CO, C[O-], [Na+], O. The product is CCOC(OCC)C(=N)OC. As a reaction SMILES: [CH2:4]([CH3:5])[O:6][CH:7]([C:8]#[N:9])[O:10][CH2:11][CH3:12].[CH3:13][OH:14].[CH3:1][O-:2].[Na+:3].[OH2:15]>>[CH3:1][O:2][C:8]([CH:7]([O:6][CH2:4][CH3:5])[O:10][CH2:11][CH3:12])=[NH:9].